This data is from the Open Reaction Database (ORD), a public repository of structured organic reaction records. The task is: describe an organic reaction: reactants, conditions, products, and yield The reactants are COC=1C(C=CC=CC1)=O (2-methoxy-2,4,6-cycloheptatrien-1-one), CC1NCCNC1 (2-methylpiperazine). The solvent is CO (methanol). Product: CC1CN(CCN1)C=1C(C=CC=CC1)=O (2-(3-methyl-1-piperazinyl)-2,4,6-cycloheptatrien-1-one). The yield is 70.6%. RXN SMILES: CO[C:3]1[C:4](=[O:10])[CH:5]=[CH:6][CH:7]=[CH:8][CH:9]=1.[CH3:11][CH:12]1[CH2:17][NH:16][CH2:15][CH2:14][NH:13]1>CO>[CH3:11][CH:12]1[NH:13][CH2:14][CH2:15][N:16]([C:3]2[C:4](=[O:10])[CH:5]=[CH:6][CH:7]=[CH:8][CH:9]=2)[CH2:17]1. Reported procedure: A solution of 2-methoxy-2,4,6-cycloheptatrien-1-one (6.8 g) and 2-methylpiperazine (5 g) in methanol was refluxed for 16 hr and evaporated. The residue (11 g) was chromatographed on silica gel (250 g) using methanol and the eluate was evaporated to give 7.2 g of 2-(3-methyl-1-piperazinyl)-2,4,6-cycloheptatrien-1-one. The reactants are OC1=CC=C(C=2C(C3=C(C=CC(=C3C(C12)=O)O)[N+](=O)[O-])=O)[N+](=O)[O-] (1,8-dihydroxy-4,5-dinitroanthraquinone), C1(=CC=CC=C1)O (phenol), N1CCOCC1 (morpholine), N1CCOCC1 (morpholine). Solvent: CO (methanol). Run at temperature 150 celsius. Yields the product NC1=CC=C(C=2C(C3=C(C=CC(=C3C(C12)=O)[N+](=O)[O-])O)=O)O (1-amino-8-nitro-4,5-dihydroxyanthraquinone). As a reaction SMILES: [OH:1][C:2]1[C:15]2[C:14](=[O:16])[C:13]3[C:8](=[C:9]([N+:18]([O-:20])=[O:19])[CH:10]=[CH:11][C:12]=3[OH:17])[C:7](=[O:21])[C:6]=2[C:5]([N+:22]([O-])=O)=[CH:4][CH:3]=1.C1(O)C=CC=CC=1.N1CCOCC1>CO>[NH2:22][C:5]1[C:6]2[C:7](=[O:21])[C:8]3[C:13](=[C:12]([OH:17])[CH:11]=[CH:10][C:9]=3[N+:18]([O-:20])=[O:19])[C:14](=[O:16])[C:15]=2[C:2]([OH:1])=[CH:3][CH:4]=1. Procedure: 8.25 parts of 1,8-dihydroxy-4,5-dinitroanthraquinone is heated in 40 parts of phenol in the presence of 1 part of morpholine for 3 hours at 140° to 150° C. Then another 1 part of morpholine is added and the whole is heated for 1 hour at 150° C. The reaction mixture is allowed to cool to 60° C, 80 parts of methanol is added and the precipitated reaction product is suction filtered. The filter residue is washed with hot water and dried. 4.9 parts of 1-amino-8-nitro-4,5-dihydroxyanthraquinone is ob... The reactants are CC(Cl)c1cccnc1, O=C([C@@H]1C[C@H]1C2=NNC=C2)OCC. The reagents and catalysts are O=C([O-])[O-].[Cs+].[Cs+] (cesium carbonate), [I-].[K+] (potassium iodide). Run in CN(C)C=O (DMF), CN(C)C=O (dmf), CN(C)C=O (DMF). Run at temperature 70 celsius, time 16 hour. The product is O=C([C@@H]%33C[C@H]%33C%34=NN(C(C)C%35=CC=CN=C%35)C=C%34)OCC. Reactants: [Al+3], C1CCOC1, COc1ccc(CNc2c3c(nc4ccccc24)CCCC3=O)cc1, [H-], [H-], [H-], [H-], [Li+]. RXN SMILES: [Al+3:27].[CH2:32]1[O:33][CH2:34][CH2:35][CH2:36]1.[CH3:1][O:2][c:3]1[cH:4][cH:5][c:6]([CH2:7][NH:8][c:9]2[c:10]3[cH:11][cH:12][cH:13][cH:14][c:15]3[n:16][c:17]3[c:22]2[C:21](=[O:23])[CH2:20][CH2:19][CH2:18]3)[cH:24][cH:25]1.[H-:26].[H-:29].[H-:30].[H-:31].[Li+:28]>>[CH3:1][O:2][c:3]1[cH:4][cH:5][c:6]([CH2:7][NH:8][c:9]2[c:10]3[cH:11][cH:12][cH:13][cH:14][c:15]3[n:16][c:17]3[c:22]2[CH:21]([OH:23])[CH2:20][CH2:19][CH2:18]3)[cH:24][cH:25]1. Product: COc1ccc(CNc2c3c(nc4ccccc24)CCCC3O)cc1. Reactants: OCCCCC[C@H]1[C@H]2[C@@H]3CCC([C@@]3(C)CC[C@@H]2[C@H]2CCC(C=C2C1)=O)=O (7α-(5-hydroxypentyl)-estr-4-ene-3,17-dione), C(C)(=O)OC(C)=O (acetic anhydride), O (water). Solvent: C(C)OCC (diethyl ether), N1=CC=CC=C1 (pyridine). Conditions: temperature 25 celsius, time 2 hour. Product: C(C)(=O)OCCCCC[C@H]1[C@H]2[C@@H]3CCC([C@@]3(C)CC[C@@H]2[C@H]2CCC(C=C2C1)=O)=O (7α-(5-acetoxypentyl)-estr-4-ene-3,17-dione). As a reaction SMILES: [OH:1][CH2:2][CH2:3][CH2:4][CH2:5][CH2:6][C@@H:7]1[CH2:24][C:23]2[C@H:18]([CH2:19][CH2:20][C:21](=[O:25])[CH:22]=2)[C@@H:17]2[C@@H:8]1[C@H:9]1[C@@:13]([CH2:15][CH2:16]2)([CH3:14])[C:12](=[O:26])[CH2:11][CH2:10]1.[C:27](OC(=O)C)(=[O:29])[CH3:28].O>N1C=CC=CC=1.C(OCC)C>[C:27]([O:1][CH2:2][CH2:3][CH2:4][CH2:5][CH2:6][C@@H:7]1[CH2:24][C:23]2[C@H:18]([CH2:19][CH2:20][C:21](=[O:25])[CH:22]=2)[C@@H:17]2[C@@H:8]1[C@H:9]1[C@@:13]([CH2:15][CH2:16]2)([CH3:14])[C:12](=[O:26])[CH2:11][CH2:10]1)(=[O:29])[CH3:28]. Procedure details: A solution of 94 g of crude 7α-(5-hydroxypentyl)-estr-4-ene-3,17-dione in 620 ml of pyridine is slowly mixed with 310 ml of acetic anhydride and stirred for 2 hours at 25° C. Then, it is slowly mixed with 116 ml of water while being cooled with ice, diluted with 31 of diethyl ether, the organic phase is dried and concentrated by evaporation after washing with sodium bicarbonate solution. The residue is chromatographed on silica gel, and 84.4 g of 7α-(5-acetoxypentyl)-estr-4-ene-3,17-dione is obt...